Dataset: the Open Reaction Database (ORD), a public repository of structured organic reaction records. Task: describe an organic reaction: reactants, conditions, products, and yield As a reaction SMILES: [Br:1][c:2]1[cH:3][cH:4][cH:5][c:6]([CH:8]([CH2:9][CH2:10][CH2:11][CH3:12])[OH:13])[n:7]1.[CH2:47]1[O:48][CH2:49][CH2:50][CH2:51]1.[N:29]([C:30]([N:31]1[CH2:32][CH2:33][CH2:34][CH2:35][CH2:36]1)=[O:37])=[N:38][C:39]([N:40]1[CH2:41][CH2:42][CH2:43][CH2:44][CH2:45]1)=[O:46].[OH:14][c:15]1[cH:16][c:17]([CH3:28])[c:18]([O:19][CH2:20][C:21](=[O:22])[O:23][CH2:24][CH3:25])[cH:26][cH:27]1>>[Br:1][c:2]1[cH:3][cH:4][cH:5][c:6]([CH:8]([CH2:9][CH2:10][CH2:11][CH3:12])[O:13][c:15]2[cH:16][c:17]([CH3:28])[c:18]([O:19][CH2:20][C:21](=[O:22])[O:23][CH2:24][CH3:25])[cH:26][cH:27]2)[n:7]1. Product: CCCCC(Oc1ccc(OCC(=O)OCC)c(C)c1)c1cccc(Br)n1. The reactants are CCCCC(O)c1cccc(Br)n1, C1CCOC1, O=C(N=NC(=O)N1CCCCC1)N1CCCCC1, CCOC(=O)COc1ccc(O)cc1C. As a reaction SMILES: [CH2:30]([OH:31])[CH2:32][CH2:33][CH3:34].[Cl:1][c:2]1[n:3][n:4][c:5](-[c:8]2[cH:9][c:10]([O:18][CH3:19])[c:11]([O:14][CH:15]([F:16])[F:17])[cH:12][cH:13]2)[cH:6][cH:7]1.[NH2:21][NH2:22].[Na+:23].[Na+:24].[O-:25][C:26](=[O:27])[O-:28].[OH2:20].[OH2:29]>>[c:2]1([NH:21][NH2:22])[n:3][n:4][c:5](-[c:8]2[cH:9][c:10]([O:18][CH3:19])[c:11]([O:14][CH:15]([F:16])[F:17])[cH:12][cH:13]2)[cH:6][cH:7]1. Product: COc1cc(-c2ccc(NN)nn2)ccc1OC(F)F. Starting materials: CCCCO, COc1cc(-c2ccc(Cl)nn2)ccc1OC(F)F, NN, [Na+], [Na+], O=C([O-])[O-], O, O. Starting materials: CCCO, COc1cc(CCO)ccc1O, O=S(=O)(O)O. Yields the product CCCOC(=O)Cc1ccc(O)c(OC)c1. As a reaction SMILES: [CH2:18]([CH2:19][CH3:20])[OH:21].[OH:1][c:2]1[c:3]([O:11][CH3:12])[cH:4][c:5]([CH2:6][CH2:7][OH:8])[cH:9][cH:10]1.[S:13](=[O:14])(=[O:15])([OH:16])[OH:17]>>[OH:1][c:2]1[c:3]([O:11][CH3:12])[cH:4][c:5]([CH2:6][C:7](=[O:8])[O:21][CH2:18][CH2:19][CH3:20])[cH:9][cH:10]1. Reactants: ClCCl, COc1cc(OC)cc(C(O)c2ccc3c(c2)OCCO3)c1, O=[Mn]=O. Product: COc1cc(OC)cc(C(=O)c2ccc3c(c2)OCCO3)c1. RXN SMILES: [Cl:23][CH2:24][Cl:25].[O:1]1[CH2:2][CH2:3][O:4][c:5]2[c:6]1[cH:7][cH:8][c:9]([CH:11]([OH:12])[c:13]1[cH:14][c:15]([O:21][CH3:22])[cH:16][c:17]([O:19][CH3:20])[cH:18]1)[cH:10]2.[O:26]=[Mn:27]=[O:28]>>[O:1]1[CH2:2][CH2:3][O:4][c:5]2[c:6]1[cH:7][cH:8][c:9]([C:11](=[O:12])[c:13]1[cH:14][c:15]([O:21][CH3:22])[cH:16][c:17]([O:19][CH3:20])[cH:18]1)[cH:10]2.